Dataset: the Open Reaction Database (ORD), a public repository of structured organic reaction records. Task: describe an organic reaction: reactants, conditions, products, and yield Starting materials: NC1=C(C=CC(=C1)OCC1=CC(=CC=C1)F)SC1=CC=C(C=C1)O (4-[2-Amino-4-(3-fluoro-benzyloxy)-phenylsulfanyl]-phenol), NC1=C(C=CC(=C1)OCC1=CC(=CC=C1)OC)SC1=CC=C(C=C1)O (4-[2-Amino-4-(3-methoxy-benzyloxy)-phenylsulfanyl]-phenol), C(#N)C=1C(=NC=CC1)N=CN(C)C (N′-(3-Cyano-pyridin-2-yl)-N,N-dimethyl-formamidine), NC1=C(C=CC(=C1)OCC1=CC(=CC=C1)OC)SC1=CC=C(C=C1)O (4-[2-Amino-4-(3-methoxy-benzyloxy)-phenylsulfanyl]-phenol). Yields the product COC=1C=C(COC2=CC(=C(C=C2)SC2=CC=C(C=C2)O)NC=2C3=C(N=CN2)N=CC=C3)C=CC1 (4-[4-(3-Methoxy-benzyloxy)-2-(pyrido[2,3-d]pyrimidin-4-ylamino)-phenylsulfanyl]-phenol). Yield: 45.0%. Reaction SMILES: [NH2:1][C:2]1[CH:7]=[C:6]([O:8][CH2:9][C:10]2[CH:15]=[CH:14][CH:13]=[C:12]([O:16][CH3:17])[CH:11]=2)[CH:5]=[CH:4][C:3]=1[S:18][C:19]1[CH:24]=[CH:23][C:22]([OH:25])=[CH:21][CH:20]=1.C([C:28]1[C:29]([N:34]=[CH:35][N:36]([CH3:38])C)=[N:30][CH:31]=[CH:32][CH:33]=1)#N.NC1C=C(OCC2C=CC=C(F)C=2)C=CC=1SC1C=CC(O)=CC=1>>[CH3:17][O:16][C:12]1[CH:11]=[C:10]([CH:15]=[CH:14][CH:13]=1)[CH2:9][O:8][C:6]1[CH:5]=[CH:4][C:3]([S:18][C:19]2[CH:20]=[CH:21][C:22]([OH:25])=[CH:23][CH:24]=2)=[C:2]([NH:1][C:38]2[C:28]3[CH:33]=[CH:32][CH:31]=[N:30][C:29]=3[N:34]=[CH:35][N:36]=2)[CH:7]=1. Reported procedure: The product from Example 31A and the product from Example 57A were reacted according to the procedure in Example 57E substituting the product of Example 31A for the product of Example 57D to provide a solid which was triturated with methanol to provide the title compound (38 mg, 45%). 1H NMR (300 MHz, DMSO-D6) δ ppm: 10.07 (s, 1H), 9.63 (s, 1H), 9.07 (s, 1H), 8.86 (d, J=7.72 Hz, 1H), 8.59 (s, 1H), 7.64 (s, 1H), 7.23-7.36 (m, 2H), 7.16 (dd, J=8.64, 1.65 Hz, 1H), 7.07-7.13 (m, 2H), 6.93-7.05 (m, 3... Reactants: C=CCC(CCCC(N)=O)C(=O)OC, CCOCC, CN(C)C=O, N, O, O=S(Cl)Cl. Yields the product C=CCC(CCCC#N)C(=O)OC. As a reaction SMILES: [CH3:10][O:11][C:12](=[O:13])[CH:14]([CH2:15][CH2:16][CH2:17][C:18](=[O:19])[NH2:20])[CH2:21][CH:22]=[CH2:23].[CH3:25][CH2:26][O:27][CH2:28][CH3:29].[CH3:5][N:6]([CH3:7])[CH:8]=[O:9].[NH3:24].[OH2:30].[S:1]([Cl:2])([Cl:3])=[O:4]>>[CH3:10][O:11][C:12](=[O:13])[CH:14]([CH2:15][CH2:16][CH2:17][C:18]#[N:20])[CH2:21][CH:22]=[CH2:23].